describe an organic reaction: reactants, conditions, products, and yield From a dataset of the Open Reaction Database (ORD), a public repository of structured organic reaction records. The reactants are Pd(Pt-Bu3)4, CCN(C(C)C)C(C)C (i-Pr2NEt), C[Si](CC#C)(C)C (trimethyl(prop-2-ynyl)silane), C(C)C=1C(=C(NC1I)C=O)C(=O)OC (methyl 4-ethyl-2-formyl-5-iodo-1H-pyrrole-3-carboxylate). Reagents/catalysts: C=1C=CC(=CC1)/C=C/C(=O)/C=C/C2=CC=CC=C2.C=1C=CC(=CC1)/C=C/C(=O)/C=C/C2=CC=CC=C2.C=1C=CC(=CC1)/C=C/C(=O)/C=C/C2=CC=CC=C2.[Pd].[Pd] (Pd2(dba)3), [Cu]I (CuI). Run in O1CCOCC1 (dioxane). Reaction conditions: temperature 80 celsius, time 8 hour. Product: C(C)C=1C(=C(NC1C#CC[Si](C)(C)C)C=O)C(=O)OC (methyl 4-ethyl-2-formyl-5-[3-(trimethylsilyl)prop-1-ynyl]-1H-pyrrole-3-carboxylate). As a reaction SMILES: CCN(C(C)C)C(C)C.[CH3:10][Si:11]([CH3:16])([CH3:15])[CH2:12][C:13]#[CH:14].[CH2:17]([C:19]1[C:20]([C:27]([O:29][CH3:30])=[O:28])=[C:21]([CH:25]=[O:26])[NH:22][C:23]=1I)[CH3:18]>C1C=CC(/C=C/C(/C=C/C2C=CC=CC=2)=O)=CC=1.C1C=CC(/C=C/C(/C=C/C2C=CC=CC=2)=O)=CC=1.C1C=CC(/C=C/C(/C=C/C2C=CC=CC=2)=O)=CC=1.[Pd].[Pd].[Cu]I.O1CCOCC1>[CH2:17]([C:19]1[C:20]([C:27]([O:29][CH3:30])=[O:28])=[C:21]([CH:25]=[O:26])[NH:22][C:23]=1[C:14]#[C:13][CH2:12][Si:11]([CH3:16])([CH3:15])[CH3:10])[CH3:18] |f:3.4.5.6.7|. Reported procedure: Methyl 4-ethyl-2-formyl-5-iodo-1H-pyrrole-3-carboxylate was obtained following the procedures described in Example 3. Pd(Pt-Bu3)4 (18.4 mg, 0.040 mmol), Pd2(dba)3 (16.5 mg, 0.020 mmol), and CuI (4.6 mg, 0.020 mmol) were combined in a dry flask under N2 prior to evacuating the flask and refilling with argon. After the flask was charged with dioxane (4.0 mL), i-Pr2NEt (0.0675 mL, 0.48 mmol), trimethyl(prop-2-ynyl)silane (90.0 mg, 0.80 mmol), and methyl 4-ethyl-2-formyl-5-iodo-1H-pyrrole-3-carboxyl... Starting materials: C, CO, COc1cc(C)c([N+](=O)[O-])cc1C(F)(F)F, [Pd]. Product: COc1cc(C)c(N)cc1C(F)(F)F. RXN SMILES: [C:19].[CH3:17][OH:18].[CH3:1][O:2][c:3]1[c:4]([C:13]([F:14])([F:15])[F:16])[cH:5][c:6]([N+:10]([O-:11])=[O:12])[c:7]([CH3:9])[cH:8]1.[Pd:20]>>[CH3:1][O:2][c:3]1[c:4]([C:13]([F:14])([F:15])[F:16])[cH:5][c:6]([NH2:10])[c:7]([CH3:9])[cH:8]1. The reactants are aqueous solution, [OH-].[Na+] (sodium hydroxide), S(=O)(=O)(OC)OC (dimethyl sulfate), OC[C@H](O)[C@@H](O)[C@H](O)[C@H](O)CO (sorbitol), S(O)(O)(=O)=O (sulfuric acid). Solvent: C=1(C(=CC=CC1)C)C (xylene). The product is C1[C@H]([C@@H]2[C@H](O1)[C@H](CO2)O)O (isosorbide). Yield: 83.5%. As a reaction SMILES: O[CH2:2][C@@H:3]([C@H:5]([C@@H:7]([C@@H:9]([CH2:11][OH:12])[OH:10])[OH:8])O)[OH:4].S(=O)(=O)(O)O.[OH-].[Na+].S(OC)(OC)(=O)=O>C1(C)C(C)=CC=CC=1>[CH2:11]1[O:12][C@@H:5]2[C@@H:3]([OH:4])[CH2:2][O:8][C@@H:7]2[C@@H:9]1[OH:10] |f:2.3|. Procedure details: 1.548 g (8.5 mol) of sorbitol, 3,000 ml of xylene and 20 ml of concentrated sulfuric acid were heated to reflux with stirring and about 306 ml of water were removed. The xylene was then removed by distillation (the last amount under vacuum) and the residue was taken up in 3,000 ml of tert.-butanol, heated to 55° to 65° C., 2,432 ml (30.4 mol) of an aqueous solution of sodium hydroxide and 2,682 g (21.25 mol) of dimethyl sulfate were added dropwise simultaneously at this temperature while keeping... The reactants are O[C@@H]1[C@@H]([C@H](CC1)\C=C\CC(CCCCC)(OC1OCCCC1)C)CCSC=1SC=C(N1)C(=O)O (2-[(2-{(1R,2S,5R)-2-hydroxy-5-[(1E)-4-methyl-4-(tetrahydro-2 H-pyran-2-yloxy)-1-nonenyl]cyclopentyl}ethyl)thio]-1,3-thiazole-4-carboxylic acid), [I-].C (methane iodide). Product: O[C@@H]1[C@@H]([C@H](CC1)\C=C\CC(CCCCC)(OC1OCCCC1)C)CCSC=1SC=C(N1)C(=O)OC (methyl 2-[(2-{(1R,2S,5R)-2-hydroxy-5-[(1E)-4-methyl-4-(tetrahydro-2 H-pyran-2-yloxy)-1-nonenyl]cyclopentyl}ethyl)thio]-1,3-thiazole-4-carboxyl ate). RXN SMILES: [OH:1][C@H:2]1[CH2:6][CH2:5][C@H:4](/[CH:7]=[CH:8]/[CH2:9][C:10]([CH3:23])([O:16][CH:17]2[CH2:22][CH2:21][CH2:20][CH2:19][O:18]2)[CH2:11][CH2:12][CH2:13][CH2:14][CH3:15])[C@H:3]1[CH2:24][CH2:25][S:26][C:27]1[S:28][CH:29]=[C:30]([C:32]([OH:34])=[O:33])[N:31]=1.[I-].[CH4:36]>>[OH:1][C@H:2]1[CH2:6][CH2:5][C@H:4](/[CH:7]=[CH:8]/[CH2:9][C:10]([CH3:23])([O:16][CH:17]2[CH2:22][CH2:21][CH2:20][CH2:19][O:18]2)[CH2:11][CH2:12][CH2:13][CH2:14][CH3:15])[C@H:3]1[CH2:24][CH2:25][S:26][C:27]1[S:28][CH:29]=[C:30]([C:32]([O:34][CH3:36])=[O:33])[N:31]=1 |f:1.2|. Reported procedure: By the same procedure as the reaction of Example 51 using the compound 55 instead of the compound 50 and using methane iodide instead of ethane iodide, the title compound having the following physical data was obtained. The product is CC(C)(C)CC(N)C(=O)N(CC(=O)NCc1cc(Cl)ccc1-n1cnnn1)C1CC1. The reactants are CC(C)(C)CC(NC(=O)OC(C)(C)C)C(=O)N(CC(=O)NCc1cc(Cl)ccc1-n1cnnn1)C1CC1, ClCCl, O=C(O)C(F)(F)F. RXN SMILES: [C:8]([O:9][C:10](=[O:11])[NH:15][CH:16]([CH2:17][C:18]([CH3:19])([CH3:20])[CH3:21])[C:22](=[O:23])[N:24]([CH2:25][C:26](=[O:27])[NH:28][CH2:29][c:30]1[c:31](-[n:37]2[n:38][n:39][n:40][cH:41]2)[cH:32][cH:33][c:34]([Cl:36])[cH:35]1)[CH:42]1[CH2:43][CH2:44]1)([CH3:12])([CH3:13])[CH3:14].[Cl:45][CH2:46][Cl:47].[F:1][C:2]([F:3])([F:4])[C:5]([OH:6])=[O:7]>>[NH2:15][CH:16]([CH2:17][C:18]([CH3:19])([CH3:20])[CH3:21])[C:22](=[O:23])[N:24]([CH2:25][C:26](=[O:27])[NH:28][CH2:29][c:30]1[c:31](-[n:37]2[n:38][n:39][n:40][cH:41]2)[cH:32][cH:33][c:34]([Cl:36])[cH:35]1)[CH:42]1[CH2:43][CH2:44]1. Starting materials: Cl.FC(OC=1C=C(CC2(CCN(CC2)C)O)C=CC1)(F)F (4-(3-trifluoromethoxybenzyl)-4-hydroxy-methylpiperidine hydrochloride salt), C(#N)C1=CC=C(CN2C=NC=C2C=O)C=C1 (1-(4-Cyanobenzyl)-5-imidazole carboxaldehyde), C(C)(C)N(CC)C(C)C (diisopropylethylamine), S(=O)(=O)([O-])[O-].[Mg+2] (magnesium sulfate), powder, C(#N)[BH3-].[Na+] (sodium cyanoborohydride), C1CCOC1 (THF). The solvent is C(Cl)(Cl)Cl (chloroform), C(C)(=O)O (acetic acid), CO (methanol). Reaction conditions: time 8 hour. Product: OCC1(CCN(CC1)CC1=CN=CN1CC1=CC=C(C#N)C=C1)CC1=CC(=CC=C1)OC(F)(F)F (4-{5-[4-Hydroxymethyl-4-(3-trifluoromethoxybenzyl)piperidine-1-ylmethyl]imidazol-1-ylmethyl}-benzonitrile). Reaction SMILES: Cl.[F:2][C:3]([F:21])([F:20])[O:4][C:5]1[CH:6]=[C:7]([CH:17]=[CH:18][CH:19]=1)[CH2:8][C:9]1(O)[CH2:14][CH2:13][N:12]([CH3:15])[CH2:11][CH2:10]1.[C:22]([C:24]1[CH:37]=[CH:36][C:27]([CH2:28][N:29]2[C:33](C=O)=[CH:32][N:31]=[CH:30]2)=[CH:26][CH:25]=1)#[N:23].C(N(C(C)C)CC)(C)C.S([O-])([O-])(=O)=O.[Mg+2].C([BH3-])#N.[Na+].C1C[O:60][CH2:59]C1>C(Cl)(Cl)Cl.C(O)(=O)C.CO>[OH:60][CH2:59][C:9]1([CH2:8][C:7]2[CH:17]=[CH:18][CH:19]=[C:5]([O:4][C:3]([F:21])([F:20])[F:2])[CH:6]=2)[CH2:14][CH2:13][N:12]([CH2:15][C:33]2[N:29]([CH2:28][C:27]3[CH:36]=[CH:37][C:24]([C:22]#[N:23])=[CH:25][CH:26]=3)[CH:30]=[N:31][CH:32]=2)[CH2:11][CH2:10]1 |f:0.1,4.5,6.7|. Reported procedure: A mixture of 4-(3-trifluoromethoxybenzyl)-4-hydroxy-methylpiperidine hydrochloride salt (0.62 g, 2.0 mmol), 1-(4-cyano-benzyl)imidazole-5-carboxyaldehyde (0.45 g, 2.0 mmol; Example 1, Step E), diisopropylethylamine (0.53 mL, 3.04 mmol), anhydrous magnesium sulfate (650 mg), activated molecular sieves 3 A powder (750 mg), and anhydrous methanol (6 mL) was stirred at room temp. overnight. The pH of the mixture was adjusted to ˜5 with addition of glacial acetic acid. To the mixture, a solution of s... Starting materials: B, N#CCCN1CCC(Cc2ccccc2)CC1, C1CCOC1, Cl. Yields the product NCCCN1CCC(Cc2ccccc2)CC1. Reaction SMILES: [BH3:18].[CH2:1]([c:2]1[cH:3][cH:4][cH:5][cH:6][cH:7]1)[CH:8]1[CH2:9][CH2:10][N:11]([CH2:14][CH2:15][C:16]#[N:17])[CH2:12][CH2:13]1.[CH2:20]1[O:21][CH2:22][CH2:23][CH2:24]1.[ClH:19]>>[CH2:1]([c:2]1[cH:3][cH:4][cH:5][cH:6][cH:7]1)[CH:8]1[CH2:9][CH2:10][N:11]([CH2:14][CH2:15][CH2:16][NH2:17])[CH2:12][CH2:13]1. The reactants are CC1=CC=C(C(=O)Cl)C=C1 (4-methylbenzoyl chloride), COC=1C=C(C=CC1)C1(CNCCC1)O (3-(3-methoxy-phenyl)-piperidine-3-ol). Product: OC1(CN(CCC1)C(=O)C1=CC=C(C=C1)C)C1=CC(=CC=C1)OC ([3-hydroxy-3-(3-methoxyphenyl)-piperidine-1-yl]-p-tolyl-methanone). As a reaction SMILES: [CH3:1][C:2]1[CH:10]=[CH:9][C:5]([C:6](Cl)=[O:7])=[CH:4][CH:3]=1.[CH3:11][O:12][C:13]1[CH:14]=[C:15]([C:19]2([OH:25])[CH2:24][CH2:23][CH2:22][NH:21][CH2:20]2)[CH:16]=[CH:17][CH:18]=1>>[OH:25][C:19]1([C:15]2[CH:16]=[CH:17][CH:18]=[C:13]([O:12][CH3:11])[CH:14]=2)[CH2:24][CH2:23][CH2:22][N:21]([C:6]([C:5]2[CH:9]=[CH:10][C:2]([CH3:1])=[CH:3][CH:4]=2)=[O:7])[CH2:20]1. Reported procedure: The compound of Example 9 was prepared according to the general preparation protocol A from 4-methylbenzoyl chloride and 3-(3-methoxy-phenyl)-piperidine-3-ol.